Task: describe an organic reaction: reactants, conditions, products, and yield. Dataset: the Open Reaction Database (ORD), a public repository of structured organic reaction records Reactants: ClC(=O)[O-] (chloroformate), ClC(=O)[O-] (chloroformate), C([O-])([O-])=O.[K+].[K+] (potassium carbonate), ClC(=O)OCC(Cl)(Cl)Cl (2,2,2-trichloroethyl chloroformate), CN1CCC(CC1)C1N(C2=C(N3C4=C1C=CC=C4CC3)C=CC=C2)C(=O)OCC(Cl)(Cl)Cl (6-(1-methylpiperidin-4-yl)-1,2,6,7-tetrahydrobenzo[b]pyrrolo[3,2,1-jk][1,4]benzodiazepine-7-carboxylic acid, 2,2,2-trichloroethyl ester). Solvent: ClCCl.CCCCCC (dichloromethane hexane), O (water), C1=CC=CC=C1 (benzene). Run at time 1 hour. The product is ClC(COC(=O)N1CCC(CC1)C1N(C2=C(N3C4=C1C=CC=C4CC3)C=CC=C2)C(=O)OCC(Cl)(Cl)Cl)(Cl)Cl (6-[1-(2,2,2-Trichloroethoxycarbonyl)-piperidin-4-yl]-1,2,6,7-tetrahydrobenzo[b]pyrrolo[3,2,1-jk][1,4]benzodiazepine-7-carboxylic acid, 2,2,2-trichloroethyl ester). As a reaction SMILES: C[N:2]1[CH2:7][CH2:6][CH:5]([CH:8]2[C:14]3[CH:15]=[CH:16][CH:17]=[C:18]4[CH2:19][CH2:20][N:12]([C:13]=34)[C:11]3[CH:21]=[CH:22][CH:23]=[CH:24][C:10]=3[N:9]2[C:25]([O:27][CH2:28][C:29]([Cl:32])([Cl:31])[Cl:30])=[O:26])[CH2:4][CH2:3]1.C(=O)([O-])[O-].[K+].[K+].Cl[C:40]([O:42][CH2:43][C:44]([Cl:47])([Cl:46])[Cl:45])=[O:41].ClC([O-])=O>ClCCl.CCCCCC.O.C1C=CC=CC=1>[Cl:45][C:44]([Cl:47])([Cl:46])[CH2:43][O:42][C:40]([N:2]1[CH2:7][CH2:6][CH:5]([CH:8]2[C:14]3[CH:15]=[CH:16][CH:17]=[C:18]4[CH2:19][CH2:20][N:12]([C:13]=34)[C:11]3[CH:21]=[CH:22][CH:23]=[CH:24][C:10]=3[N:9]2[C:25]([O:27][CH2:28][C:29]([Cl:32])([Cl:31])[Cl:30])=[O:26])[CH2:4][CH2:3]1)=[O:41] |f:1.2.3,6.7|. Reported procedure: A mixture of 3.43 g of 6-(1-methylpiperidin-4-yl)-1,2,6,7-tetrahydrobenzo[b]pyrrolo[3,2,1-jk][1,4]benzodiazepine-7-carboxylic acid, 2,2,2-trichloroethyl ester, 140 ml of benzene and 4.77 g of milled, anhydrous potassium carbonate was stirred under nitrogen and 1.2 ml of 2,2,2-trichloroethyl chloroformate was added. After an overnight reflux, another 1.2 ml of the chloroformate was added and reflux continued for 1 hour. After further addition of another 1.2 ml of chloroformate and another 1.5 hou... Reactants: ClC1=C(C=CC(=C1Cl)S(=O)(=O)C=1SC=CC1)OC (2,3-dichloro-4-(2-thienylsulfonyl)anisole), Cl.N1=CC=CC=C1 (pyridine hydrochloride). Solvent: O (water). Reaction conditions: temperature 185 celsius. The product is ClC1=C(C=CC(=C1Cl)S(=O)(=O)C=1SC=CC1)O (2,3-Dichloro-4-(2-thienylsulfonyl)phenol). As a reaction SMILES: [Cl:1][C:2]1[C:7]([Cl:8])=[C:6]([S:9]([C:12]2[S:13][CH:14]=[CH:15][CH:16]=2)(=[O:11])=[O:10])[CH:5]=[CH:4][C:3]=1[O:17]C.Cl.N1C=CC=CC=1>O>[Cl:1][C:2]1[C:7]([Cl:8])=[C:6]([S:9]([C:12]2[S:13][CH:14]=[CH:15][CH:16]=2)(=[O:11])=[O:10])[CH:5]=[CH:4][C:3]=1[OH:17] |f:1.2|. Procedure details: A stirred mixture of 2,3-dichloro-4-(2-thienylsulfonyl)anisole (7.0 g.) and pyridine hydrochloride (70.0 g.) are heated in an oil bath at 185° C. for 1/2 hour and poured into water (300 ml.) to give 5.7 g. of 2,3-dichloro-4-(2-thienylsulfonyl)phenol which melts at 220° C. after recrystallization from ethanol.